Dataset: the Open Reaction Database (ORD), a public repository of structured organic reaction records. Task: describe an organic reaction: reactants, conditions, products, and yield Starting materials: CCCC[N+](CCCC)(CCCC)CCCC, COc1cc(C)cc(C#N)c1, ClCCl, [I-]. Product: Cc1cc(O)cc(C#N)c1. RXN SMILES: [CH2:16]([N+:17]([CH2:18][CH2:19][CH2:20][CH3:21])([CH2:22][CH2:23][CH2:24][CH3:25])[CH2:26][CH2:27][CH2:28][CH3:29])[CH2:30][CH2:31][CH3:32].[CH3:1][O:2][c:3]1[cH:4][c:5]([C:6]#[N:7])[cH:8][c:9]([CH3:11])[cH:10]1.[Cl:12][CH2:13][Cl:14].[I-:15]>>[OH:2][c:3]1[cH:4][c:5]([C:6]#[N:7])[cH:8][c:9]([CH3:11])[cH:10]1. Starting materials: SCC(O)C(O)CS (DL-dithiothreitol), S(=O)(=O)([O-])[O-].[Mg+2] (magnesium sulfate), [Cl-].[Li+] (lithium chloride), standard solution, sodium ion, O (water), C(C(CO)(CO)N)O.Cl (Tris-HCl). Product: [N+](=O)([O-])C1=C(C=CC=C1)O (o-nitrophenol). Reaction SMILES: [CH2:1]([OH:8])[C:2]([NH2:7])(CO)[CH2:3]O.Cl.S[CH2:11][CH:12]([CH:14](CS)O)O.S([O-])([O-])(=O)=[O:19].[Mg+2].[Cl-].[Li+].[OH2:26]>>[N+:7]([C:2]1[CH:3]=[CH:14][CH:12]=[CH:11][C:1]=1[OH:8])([O-:19])=[O:26] |f:0.1,3.4,5.6|. Procedure: 0.05 ml of the standard solution of sodium ion was placed in a test tube. Then, 2.0 ml of 300 mM Tris-HCl buffer (pH 7.4) preheated to 37° C. and containing 1100 unit/l β-galactosidase (Sigma), 3 mM DL-dithiothreitol (Sigma), 11.2 mM magnesium sulfate (Sigma) and 220 mM or 260 mM lithium chloride (Wako Pure Chemicals) was added to the test tube. Then, 1.0 ml of distilled water preheated to 37° C. and containing 1.5 mM o-nitrophenyl β-D-pyranoglycoside (Merck) was added thereto, mixed with agitat... RXN SMILES: [CH2:1]([c:2]1[cH:3][cH:4][cH:5][cH:6][cH:7]1)[CH:8]1[C:9](=[O:31])[NH:10][c:11]2[c:12]([cH:21][c:22]([O:28][CH2:29][CH3:30])[c:23]([O:25][CH2:26][CH3:27])[cH:24]2)[C:13]([c:15]2[cH:16][cH:17][cH:18][cH:19][cH:20]2)=[N:14]1.[CH2:34]([CH3:35])[I:36].[CH3:32][I:33]>>[CH2:1]([c:2]1[cH:3][cH:4][cH:5][cH:6][cH:7]1)[CH:8]1[C:9](=[O:31])[N:10]([CH2:34][CH3:35])[c:11]2[c:12]([cH:21][c:22]([O:28][CH2:29][CH3:30])[c:23]([O:25][CH2:26][CH3:27])[cH:24]2)[C:13]([c:15]2[cH:16][cH:17][cH:18][cH:19][cH:20]2)=[N:14]1. Reactants: CCOc1cc2c(cc1OCC)C(c1ccccc1)=NC(Cc1ccccc1)C(=O)N2, CCI, CI. The product is CCOc1cc2c(cc1OCC)N(CC)C(=O)C(Cc1ccccc1)N=C2c1ccccc1. Product: CN1N=CC(=C1C(NC1=CC=2N(C=C1)N=C(N2)C=2C=NC=CC2)=O)C(=O)OC (methyl 1-methyl-5-(2-(pyridin-3-yl)-[1,2,4]triazolo[1,5-a]pyridin-7-ylcarbamoyl)-1H-pyrazole-4-carboxylate). As a reaction SMILES: [N:1]1[CH:6]=[CH:5][CH:4]=[C:3]([C:7]2[N:16]=[C:10]3[CH:11]=[C:12]([NH2:15])[CH:13]=[CH:14][N:9]3[N:8]=2)[CH:2]=1.[CH3:17][O:18][C:19]([C:21]1[CH:22]=[N:23][N:24]([CH3:29])[C:25]=1[C:26](O)=[O:27])=[O:20].CCCP(=O)=O.C(N(CC)C(C)C)(C)C>O1CCCC1>[CH3:29][N:24]1[C:25]([C:26](=[O:27])[NH:15][C:12]2[CH:13]=[CH:14][N:9]3[N:8]=[C:7]([C:3]4[CH:2]=[N:1][CH:6]=[CH:5][CH:4]=4)[N:16]=[C:10]3[CH:11]=2)=[C:21]([C:19]([O:18][CH3:17])=[O:20])[CH:22]=[N:23]1. Starting materials: N1=CC(=CC=C1)C1=NN2C(C=C(C=C2)N)=N1 (2-(pyridin-3-yl)-[1,2,4]triazolo[1,5-a]pyridin-7-amine), COC(=O)C=1C=NN(C1C(=O)O)C (4-(methoxycarbonyl)-1-methyl-1H-pyrazole-5-carboxylic acid), CCCP(=O)=O (propylphosphonic anhydride), C(C)(C)N(C(C)C)CC (N,N-diisopropylethylamine). Isolated yield 67.3%. Procedure: A mixture of 2-(pyridin-3-yl)-[1,2,4]triazolo[1,5-a]pyridin-7-amine (468 mg, 2.22 mmol), 4-(methoxycarbonyl)-1-methyl-1H-pyrazole-5-carboxylic acid (490 mg, 2.66 mmol), propylphosphonic anhydride (50% in ethyl acetate, 3.26 ml, 5.54 mmol) and N,N-diisopropylethylamine (1.51 ml, 8.86 mmol) in tetrahydrofurane (15 ml) is stirred for 18 hours at 70° C. under nitrogen atmosphere. The solvent is evaporated and the residue triturated with sat. aqueous sodium bicarbonate solution. The solid is collecte... The solvent is O1CCCC1 (tetrahydrofurane). Conditions: temperature 70 celsius, time 18 hour. The reactants are C(C1=CC=CC=C1)(=O)O[C@H]1[C@@H](O[C@@H]([C@H]1OC(C1=CC=CC=C1)=O)C(=O)NCC)N1C2=NC(=NC(=C2N=C1)NCC1=CC=C(C=C1)OC)CNS(=O)(=O)CC(C)C ((2R,3R,4S,5S)-4-(benzoyloxy)-5-[(ethylamino)carbonyl]-2-{2-{[(isobutylsulfonyl)amino]methyl}-6-[(4-methoxybenzyl)amino]-9H-purin-9-yl}tetrahydro-3-furanyl benzoate), C([O-])([O-])=O.[K+].[K+] (potassium carbonate), ClCCl (Dichloromethane). The solvent is CO (methanol). Run at time 20 minute. Product: C(C)NC(=O)[C@H]1O[C@H]([C@@H]([C@@H]1O)O)N1C2=NC(=NC(=C2N=C1)NCC1=CC=C(C=C1)OC)CNS(=O)(=O)CC(C)C ((2S,3S,4R,5R)-N-Ethyl-3,4-dihydroxy-5-{2-{[(isobutylsulfonyl)amino]methyl}-6-[(4-methoxybenzyl)amino]-9H-purin-9-yl}tetrahydro-2-furancarboxamide). Yield: 72.7%. As a reaction SMILES: C([O:9][C@@H:10]1[C@H:14]([O:15]C(=O)C2C=CC=CC=2)[C@@H:13]([C:24]([NH:26][CH2:27][CH3:28])=[O:25])[O:12][C@H:11]1[N:29]1[CH:37]=[N:36][C:35]2[C:30]1=[N:31][C:32]([CH2:48][NH:49][S:50]([CH2:53][CH:54]([CH3:56])[CH3:55])(=[O:52])=[O:51])=[N:33][C:34]=2[NH:38][CH2:39][C:40]1[CH:45]=[CH:44][C:43]([O:46][CH3:47])=[CH:42][CH:41]=1)(=O)C1C=CC=CC=1.C(=O)([O-])[O-].[K+].[K+].ClCCl>CO>[CH2:27]([NH:26][C:24]([C@@H:13]1[C@@H:14]([OH:15])[C@@H:10]([OH:9])[C@H:11]([N:29]2[CH:37]=[N:36][C:35]3[C:30]2=[N:31][C:32]([CH2:48][NH:49][S:50]([CH2:53][CH:54]([CH3:55])[CH3:56])(=[O:52])=[O:51])=[N:33][C:34]=3[NH:38][CH2:39][C:40]2[CH:45]=[CH:44][C:43]([O:46][CH3:47])=[CH:42][CH:41]=2)[O:12]1)=[O:25])[CH3:28] |f:1.2.3|. Procedure: A solution of (2R,3R,4S,5S)-4-(benzoyloxy)-5-[(ethylamino)carbonyl]-2-{2-{[(isobutylsulfonyl)amino]methyl}-6-[(4-methoxybenzyl)amino]-9H-purin-9-yl}tetrahydro-3-furanyl benzoate (Preparation 22) (40 mg, 0.05 mmol) in methanol (2 ml) was treated with potassium carbonate (28 mg, 0.20 mmol). The mixture was stirred at room temperature for 20 minutes after which time a precipitate had formed. Dichloromethane (10 ml) was added to the mixture to dissolve the precipitate. The mixture was then filtered ... The reactants are CC(C)(C)[O-], CS(C)=O, [Cl-], [K+], [NH4+], CC1CC2=CC(=O)CCC2(CO)C2CCC3(C)C(O)CCC3C12. Product: CC1C=C2CC(=O)CCC2(CO)C2CCC3(C)C(O)CCC3C12. RXN SMILES: [CH3:1][C:2]([CH3:3])([O-:4])[CH3:5].[CH3:32][S:33]([CH3:34])=[O:35].[Cl-:30].[K+:6].[NH4+:31].[OH:7][CH:8]1[C:9]2([CH3:10])[CH:11]([CH2:12][CH2:13]1)[CH:14]1[CH:15]([CH3:29])[CH2:16][C:17]3=[CH:18][C:19](=[O:28])[CH2:20][CH2:21][C:22]3([CH2:23][OH:24])[CH:25]1[CH2:26][CH2:27]2>>[OH:7][CH:8]1[C:9]2([CH3:10])[CH:11]([CH2:12][CH2:13]1)[CH:14]1[CH:15]([CH3:29])[CH:16]=[C:17]3[CH2:18][C:19](=[O:28])[CH2:20][CH2:21][C:22]3([CH2:23][OH:24])[CH:25]1[CH2:26][CH2:27]2. Starting materials: NC1=C(C(=O)C2=CC=C(C=C2)F)C=CC=C1 (2-amino-4'-fluorobenzophenone), CC(=O)C1=CC=C(C=C1)F (4-fluoroacetophenone), O.C=1(C(=CC=CC1)S(=O)(=O)O)C (toluene sulfonic acid monohydrate). The solvent is O (water). Run at temperature 200 celsius. The product is FC1=CC=C(C=C1)C1=NC2=CC=CC=C2C(=C1)C1=CC=C(C=C1)F (2,4-bis(4-fluorophenyl)quinoline). As a reaction SMILES: [NH2:1][C:2]1[CH:16]=[CH:15][CH:14]=[CH:13][C:3]=1[C:4]([C:6]1[CH:11]=[CH:10][C:9]([F:12])=[CH:8][CH:7]=1)=O.[CH3:17][C:18]([C:20]1[CH:25]=[CH:24][C:23]([F:26])=[CH:22][CH:21]=1)=O.O.C1(C)C(S(O)(=O)=O)=CC=CC=1>O>[F:26][C:23]1[CH:24]=[CH:25][C:20]([C:18]2[CH:17]=[C:4]([C:6]3[CH:11]=[CH:10][C:9]([F:12])=[CH:8][CH:7]=3)[C:3]3[C:2](=[CH:16][CH:15]=[CH:14][CH:13]=3)[N:1]=2)=[CH:21][CH:22]=1 |f:2.3|. Procedure details: A flask is loaded with (17) (21.5 g, 0.1 mol), 4-fluoroacetophenone (13.8 g, 0.1 mol), and toluene sulfonic acid monohydrate (3.8 g, 0.02 mol). The flask is heated to 200° C. and the water of condensation removed. After water evolution ceased, the mixture is cooled and the crude solid product is crushed and washed with hot ethanol The product is further recrystallized from toluene. Starting materials: Brc1ccccn1, C1CCOC1, COCCCCn1c(C(=O)N(CC(C)C)C2CC(C=O)CN(C(=O)OC(C)(C)C)C2)nc2ccccc21, [Cl-], [NH4+]. Product: COCCCCn1c(C(=O)N(CC(C)C)C2CC(C(O)c3ccccn3)CN(C(=O)OC(C)(C)C)C2)nc2ccccc21. As a reaction SMILES: [Br:1][c:2]1[n:3][cH:4][cH:5][cH:6][cH:7]1.[CH2:47]1[O:48][CH2:49][CH2:50][CH2:51]1.[CH:8](=[O:9])[CH:10]1[CH2:11][N:12]([C:38](=[O:39])[O:40][C:41]([CH3:42])([CH3:43])[CH3:44])[CH2:13][CH:14]([N:16]([CH2:17][CH:18]([CH3:19])[CH3:20])[C:21](=[O:22])[c:23]2[n:24][c:25]3[c:26]([n:27]2[CH2:28][CH2:29][CH2:30][CH2:31][O:32][CH3:33])[cH:34][cH:35][cH:36][cH:37]3)[CH2:15]1.[Cl-:45].[NH4+:46]>>[c:2]1([CH:8]([OH:9])[CH:10]2[CH2:11][N:12]([C:38](=[O:39])[O:40][C:41]([CH3:42])([CH3:43])[CH3:44])[CH2:13][CH:14]([N:16]([CH2:17][CH:18]([CH3:19])[CH3:20])[C:21](=[O:22])[c:23]3[n:24][c:25]4[c:26]([n:27]3[CH2:28][CH2:29][CH2:30][CH2:31][O:32][CH3:33])[cH:34][cH:35][cH:36][cH:37]4)[CH2:15]2)[n:3][cH:4][cH:5][cH:6][cH:7]1. The reactants are Cc1c(N(Cc2ccccc2)Cc2ccc(Oc3cccc(O)c3)cc2)cccc1[N+](=O)[O-], O=C1OCCC1O. Yields the product Cc1c(N(Cc2ccccc2)Cc2ccc(Oc3cccc(OC4CCOC4=O)c3)cc2)cccc1[N+](=O)[O-]. Reaction SMILES: [CH2:1]([c:2]1[cH:3][cH:4][cH:5][cH:6][cH:7]1)[N:8]([c:9]1[c:10]([CH3:18])[c:11]([N+:15](=[O:16])[O-:17])[cH:12][cH:13][cH:14]1)[CH2:19][c:20]1[cH:21][cH:22][c:23]([O:24][c:25]2[cH:26][c:27]([OH:31])[cH:28][cH:29][cH:30]2)[cH:32][cH:33]1.[OH:34][CH:35]1[C:36](=[O:37])[O:38][CH2:39][CH2:40]1>>[CH2:1]([c:2]1[cH:3][cH:4][cH:5][cH:6][cH:7]1)[N:8]([c:9]1[c:10]([CH3:18])[c:11]([N+:15](=[O:16])[O-:17])[cH:12][cH:13][cH:14]1)[CH2:19][c:20]1[cH:21][cH:22][c:23]([O:24][c:25]2[cH:26][c:27]([O:31][CH:35]3[C:36](=[O:37])[O:38][CH2:39][CH2:40]3)[cH:28][cH:29][cH:30]2)[cH:32][cH:33]1. The reactants are Cc1c(CCC(=O)O)c[nH]c1C=O, C1CCNCC1, COC(=O)c1ccc2c(c1)CC(=O)N2, CCO. Yields the product COC(=O)c1ccc2c(c1)C(=Cc1[nH]cc(CCC(=O)O)c1C)C(=O)N2. RXN SMILES: [C:1](=[O:2])([OH:3])[CH2:4][CH2:5][c:6]1[c:7]([CH3:13])[c:8]([CH:11]=[O:12])[nH:9][cH:10]1.[CH2:28]1[CH2:29][CH2:30][NH:31][CH2:32][CH2:33]1.[CH3:14][O:15][C:16](=[O:17])[c:18]1[cH:19][c:20]2[c:24]([cH:25][cH:26]1)[NH:23][C:22](=[O:27])[CH2:21]2.[CH3:34][CH2:35][OH:36]>>[C:1](=[O:2])([OH:3])[CH2:4][CH2:5][c:6]1[c:7]([CH3:13])[c:8]([CH:11]=[C:21]2[c:20]3[cH:19][c:18]([C:16]([O:15][CH3:14])=[O:17])[cH:26][cH:25][c:24]3[NH:23][C:22]2=[O:27])[nH:9][cH:10]1.